From a dataset of the Open Reaction Database (ORD), a public repository of structured organic reaction records. describe an organic reaction: reactants, conditions, products, and yield Starting materials: BrCc1ccccn1, Br, Oc1ccc(-c2nnc(CSCCOc3ccccc3)o2)cc1. Yields the product c1ccc(OCCSCc2nnc(-c3ccc(OCc4ccccn4)cc3)o2)cc1. Reaction SMILES: [Br:25][CH2:26][c:27]1[n:28][cH:29][cH:30][cH:31][cH:32]1.[BrH:24].[O:1]([c:2]1[cH:3][cH:4][cH:5][cH:6][cH:7]1)[CH2:8][CH2:9][S:10][CH2:11][c:12]1[n:13][n:14][c:15](-[c:17]2[cH:18][cH:19][c:20]([OH:23])[cH:21][cH:22]2)[o:16]1>>[O:1]([c:2]1[cH:3][cH:4][cH:5][cH:6][cH:7]1)[CH2:8][CH2:9][S:10][CH2:11][c:12]1[n:13][n:14][c:15](-[c:17]2[cH:18][cH:19][c:20]([O:23][CH2:26][c:27]3[n:28][cH:29][cH:30][cH:31][cH:32]3)[cH:21][cH:22]2)[o:16]1. Reactants: C=CCBr, CC1CCC(C=O)C(C)(C)C1. Product: CC=CC(=O)C1CCC(C)CC1(C)C. Reaction SMILES: [CH2:12]([CH:13]=[CH2:14])[Br:15].[CH3:1][C:2]1([CH3:11])[CH:3]([CH:9]=[O:10])[CH2:4][CH2:5][CH:6]([CH3:8])[CH2:7]1>>[CH3:1][C:2]1([CH3:11])[CH:3]([C:9](=[O:10])[CH:12]=[CH:13][CH3:14])[CH2:4][CH2:5][CH:6]([CH3:8])[CH2:7]1. The reactants are C(=O)C1=CC=C(C=CC(=O)O)C=C1 (4-formylcinnamic acid), [OH-].[K+] (KOH), C(C1=CC=CC=C1)(=O)N1CCN(CC1)C1=CC=C(C=C1)C(C)=O (1-[4-(4-Benzoyl-piperazin-1-yl)-phenyl]-ethanone). The solvent is CCO (EtOH), O (water), O1CCOCC1 (1,4-dioxane). Run at time 8 hour. Yields the product C(C1=CC=CC=C1)(=O)N1CCN(CC1)C1=CC=C(C=C1)C(/C=C/C1=CC=C(C=C1)/C=C/C(=O)O)=O ((E)-3-(4-{(E)-3-[4-(4-benzoyl-piperazin-1-yl)-phenyl]-3-oxo-propenyl}-phenyl)-acrylic acid). The yield is 31.8%. Reaction SMILES: [C:1]([N:9]1[CH2:14][CH2:13][N:12]([C:15]2[CH:20]=[CH:19][C:18]([C:21](=[O:23])[CH3:22])=[CH:17][CH:16]=2)[CH2:11][CH2:10]1)(=[O:8])[C:2]1[CH:7]=[CH:6][CH:5]=[CH:4][CH:3]=1.[CH:24]([C:26]1[CH:36]=[CH:35][C:29]([CH:30]=[CH:31][C:32]([OH:34])=[O:33])=[CH:28][CH:27]=1)=O.[OH-].[K+]>O1CCOCC1.CCO.O>[C:1]([N:9]1[CH2:10][CH2:11][N:12]([C:15]2[CH:16]=[CH:17][C:18]([C:21](=[O:23])/[CH:22]=[CH:24]/[C:26]3[CH:27]=[CH:28][C:29](/[CH:30]=[CH:31]/[C:32]([OH:34])=[O:33])=[CH:35][CH:36]=3)=[CH:19][CH:20]=2)[CH2:13][CH2:14]1)(=[O:8])[C:2]1[CH:3]=[CH:4][CH:5]=[CH:6][CH:7]=1 |f:2.3|. Reported procedure: 1-[4-(4-Benzoyl-piperazin-1-yl)-phenyl]-ethanone (500 mg, 1.62 mmol) was dissolved in 1,4-dioxane (3 ml) and added to a stirred solution of 4-formylcinnamic acid (286 mg, 1.62 mmol) and 1.7 M KOH (1.9 ml) in EtOH (5 ml) and water (5 ml). The resulting mixture was stirred overnight at room temperature and then heated to 40° C. for 4 h. The reaction was then quenched with 10% HCl, the resulting precipitate was filtered and washed with EtOH. The resulting green solid was dried in vacuo to give 240 ... The reactants are ( B ), CN1CCNCC1 (N-methyl piperazine), C(#N)C=1C=C(C=C2C(N(C=NC12)C=1C=C(C(=O)OC)C=CC1C)=O)I (methyl 3-(8-cyano-6-iodo-4-oxoquinazolin-3(4H)-yl)-4-methylbenzoate). The product is C(#N)C=1C=C(C=C2C(N(C=NC12)C=1C=C(C(=O)OC)C=CC1C)=O)N1CCN(CC1)C (methyl 3-[8-cyano-6-(4-methylpiperazin-1-yl)-4-oxoquinazolin-3(4H)-yl]-4-methylbenzoate). RXN SMILES: [CH3:1][N:2]1[CH2:7][CH2:6][NH:5][CH2:4][CH2:3]1.[C:8]([C:10]1[CH:11]=[C:12](I)[CH:13]=[C:14]2[C:19]=1[N:18]=[CH:17][N:16]([C:20]1[CH:21]=[C:22]([CH:27]=[CH:28][C:29]=1[CH3:30])[C:23]([O:25][CH3:26])=[O:24])[C:15]2=[O:31])#[N:9]>>[C:8]([C:10]1[CH:11]=[C:12]([N:5]2[CH2:6][CH2:7][N:2]([CH3:1])[CH2:3][CH2:4]2)[CH:13]=[C:14]2[C:19]=1[N:18]=[CH:17][N:16]([C:20]1[CH:21]=[C:22]([CH:27]=[CH:28][C:29]=1[CH3:30])[C:23]([O:25][CH3:26])=[O:24])[C:15]2=[O:31])#[N:9]. Reported procedure: Using an analogous procedure to that described paragraph (B) in the portion of Example 1 which is concerned with the preparation of starting material N-methyl piperazine was reacted with methyl 3-(8-cyano-6-iodo-4-oxoquinazolin-3(4H)-yl)-4-methylbenzoate to give methyl 3-[8-cyano-6-(4-methylpiperazin-1-yl)-4-oxoquinazolin-3(4H)-yl]-4-methylbenzoate; NMR Spectrum: (DMSOd6) 2.19 (s, 3H), 2.24 (s, 3H), 2.49 (m, 4H, masked by DMSO), 3.36 (m, 4H), 3.88 (s, 3H), 7.63 (d, 1H), 7.70 (d, 1H), 8.03 (m, 2H... The reactants are BrC=1C=NN2C1C(=CC(=C2)C=2C=NN(C2)C)OC (3-bromo-4-methoxy-6-(1-methyl-1H-pyrazol-4-yl)pyrazolo[1,5-a]pyridine), C(C1=CC=CC=C1)N (benzyl amine), CC(C)C1=CC(=C(C(=C1)C(C)C)C2=CC=CC=C2P(C(C)(C)C)C(C)(C)C)C(C)C (tert-butyl X-phos). Reagents/catalysts: C1=CC=C(C=C1)/C=C/C(=O)/C=C/C2=CC=CC=C2.C1=CC=C(C=C1)/C=C/C(=O)/C=C/C2=CC=CC=C2.C1=CC=C(C=C1)/C=C/C(=O)/C=C/C2=CC=CC=C2.[Pd].[Pd] (tris[dibenzylideneacetone]dipalladium (0)). The solvent is C1(=CC=CC=C1)C (toluene). Reaction conditions: temperature 100 celsius, time 12 hour. Product: C(C1=CC=CC=C1)NC=1C=NN2C1C(=CC(=C2)C=2C=NN(C2)C)OC (N-benzyl-4-methoxy-6-(1-methyl-1H-pyrazol-4-yl)pyrazolo[1,5-a]pyridin-3-amine). As a reaction SMILES: Br[C:2]1[CH:3]=[N:4][N:5]2[CH:10]=[C:9]([C:11]3[CH:12]=[N:13][N:14]([CH3:16])[CH:15]=3)[CH:8]=[C:7]([O:17][CH3:18])[C:6]=12.[CH2:19]([NH2:26])[C:20]1[CH:25]=[CH:24][CH:23]=[CH:22][CH:21]=1.CC(C1C=C(C(C)C)C(C2C(P(C(C)(C)C)C(C)(C)C)=CC=CC=2)=C(C(C)C)C=1)C>C1(C)C=CC=CC=1.C1C=CC(/C=C/C(/C=C/C2C=CC=CC=2)=O)=CC=1.C1C=CC(/C=C/C(/C=C/C2C=CC=CC=2)=O)=CC=1.C1C=CC(/C=C/C(/C=C/C2C=CC=CC=2)=O)=CC=1.[Pd].[Pd]>[CH2:19]([NH:26][C:2]1[CH:3]=[N:4][N:5]2[CH:10]=[C:9]([C:11]3[CH:12]=[N:13][N:14]([CH3:16])[CH:15]=3)[CH:8]=[C:7]([O:17][CH3:18])[C:6]=12)[C:20]1[CH:25]=[CH:24][CH:23]=[CH:22][CH:21]=1 |f:4.5.6.7.8|. Reported procedure: 3-bromo-4-methoxy-6-(1-methyl-1H-pyrazol-4-yl)pyrazolo[1,5-a]pyridine (25.0 mg, 0.081 mmol), benzyl amine (12.0 mg, 0.011 mmol), tris[dibenzylideneacetone]dipalladium (0) (1.9 mg, 0.0020 mmol), and tert-butyl X-phos (3.5 mg, 8.1 mmol) were suspended in toluene (1.6 ml), sparged with argon for 3 minutes, then heated to 100° C. After 12 hours, the reaction mixture was concentrated. The residue was purified by preparative HPLC Reverse phase (C-18), eluting with acetonitrile/water+0.05% TFA to give ... Starting materials: C(C)(C)(C)C1=NN(C(=C1)[CH2+]=NC1=C(C=C(OC2=CC(=NC=C2)C(=O)NC)C=C1)F)C1=CC(=CC=C1)CO (4-{4-[({3-tert-butyl-1-[3-(hydroxymethyl)phenyl]-1H-pyrazol-5-yl}carb-amoyl)amino]-3-fluorophenoxy}-N-methylpyridine-2-carboxamide), C(C)(C)(C)C1=NN(C(=C1)NC(=O)NC1=C(C=C(OC2=CC(=NC=C2)C(=O)NC)C=C1)F)C1=CC(=CC=C1)CO (4-{4-[({3-tert-butyl-1-[3-(hydroxymethyl)phenyl]-1H-pyrazol-5-yl}carbamoyl)amino]-3-fluorophenoxy}-N-methylpyridine-2-carboxamide), C(C)(=O)Cl (acetyl chloride). Solvent: ClCCl (dichloromethane). Run at temperature 0 celsius, time 1 hour. Yields the product C(C)(=O)OCC1=CC(=CC=C1)N1N=C(C=C1NC(NC1=C(C=C(C=C1)OC1=CC(=NC=C1)C(NC)=O)F)=O)C(C)(C)C (3-(3-tert-Butyl-5-{[(2-fluoro-4-{[2-(methylcarbamoyl)pyridin-4-yl]oxy}-phenyl)carbamoyl]amino}-1H-pyrazol-1-yl)benzyl acetate). The yield is 30.0%. RXN SMILES: C(C1C=C([CH2+]=NC2C=C[C:15]([O:16]C3C=CN=C(C(NC)=O)C=3)=[CH:14]C=2F)N(C2C=CC=C(CO)C=2)N=1)(C)(C)C.[C:38]([C:42]1[CH:46]=[C:45]([NH:47][C:48]([NH:50][C:51]2[CH:67]=[CH:66][C:54]([O:55][C:56]3[CH:61]=[CH:60][N:59]=[C:58]([C:62]([NH:64][CH3:65])=[O:63])[CH:57]=3)=[CH:53][C:52]=2[F:68])=[O:49])[N:44]([C:69]2[CH:74]=[CH:73][CH:72]=[C:71]([CH2:75][OH:76])[CH:70]=2)[N:43]=1)([CH3:41])([CH3:40])[CH3:39].C(Cl)(=O)C>ClCCl>[C:15]([O:76][CH2:75][C:71]1[CH:72]=[CH:73][CH:74]=[C:69]([N:44]2[C:45]([NH:47][C:48](=[O:49])[NH:50][C:51]3[CH:67]=[CH:66][C:54]([O:55][C:56]4[CH:61]=[CH:60][N:59]=[C:58]([C:62](=[O:63])[NH:64][CH3:65])[CH:57]=4)=[CH:53][C:52]=3[F:68])=[CH:46][C:42]([C:38]([CH3:41])([CH3:39])[CH3:40])=[N:43]2)[CH:70]=1)(=[O:16])[CH3:14]. Procedure details: To a 0° C. solution of example 1, (4-{4-[({3-tert-butyl-1-[3-(hydroxymethyl)phenyl]-1H-pyrazol-5-yl}carbamoyl)amino]-3-fluorophenoxy}-N-methylpyridine-2-carboxamide, (1.00 g, 1.88 mmol) in dichloromethane (15 mL) was added dropwise acetyl chloride (0.15 mL, 2.07 mmol). The reaction mixture was allowed to stir at 0° C. for 1 h. The reaction mixture was quenched with water and extracted with CH2Cl2. The combined organic layer was dried and concentrated. The crude material was purified via column c...